From a dataset of the Open Reaction Database (ORD), a public repository of structured organic reaction records. describe an organic reaction: reactants, conditions, products, and yield RXN SMILES: [N+:1]([C:4]1[CH:13]=[C:12]2[C:7]([CH2:8][CH2:9][CH2:10][C:11]2=[O:14])=[CH:6][CH:5]=1)([O-:3])=[O:2].[Se](=O)=[O:16]>>[N+:1]([C:4]1[CH:13]=[C:12]2[C:7]([CH2:8][CH2:9][CH2:10][C:11]2=[O:14])=[CH:6][CH:5]=1)([O-:3])=[O:2].[N+:1]([C:4]1[CH:13]=[C:12]2[C:7]([CH:8]=[CH:9][C:10](=[O:16])[C:11]2=[O:14])=[CH:6][CH:5]=1)([O-:3])=[O:2]. Starting materials: [N+](=O)([O-])C1=CC=C2CCCC(C2=C1)=O (7-nitro-1-tetralone), [Se](=O)=O (selenium dioxide). Procedure: 7-Nitro-1-tetralone was prepared according to the literature (J. Am. Chem. Soc, 1994, 116, pp4852–4857). Treatment of 7-nitro-1-tetralone with selenium dioxide as described in Reference Example 1A yielded the corresponding 7-nitro-[1,2]naphthoquinone, which was coupled with 2,3-diamino-benzoic acid, diacetate salt, as described in Reference Example 1A to yield the title compound. Product: [N+](=O)([O-])C1=CC=C2CCCC(C2=C1)=O (7-Nitro-1-tetralone), [N+](=O)([O-])C1=CC=C2C=CC(C(C2=C1)=O)=O (7-nitro-[1,2]naphthoquinone). Reactants: CCOC(C)=O, CCO, [Ca+2], [Cl-], [Cl-], N#CC1(c2cccc(C(=O)Nc3cc(Oc4ccc([N+](=O)[O-])cn4)c(F)cc3F)c2Cl)CC1, [Fe], [Na+], [OH-]. Yields the product N#CC1(c2cccc(C(=O)Nc3cc(Oc4ccc(N)cn4)c(F)cc3F)c2Cl)CC1. As a reaction SMILES: [CH3:39][CH2:40][O:41][C:42](=[O:43])[CH3:44].[CH3:45][CH2:46][OH:47].[Ca+2:36].[Cl-:34].[Cl-:35].[Cl:1][c:2]1[c:3]([C:4](=[O:5])[NH:6][c:7]2[c:8]([F:24])[cH:9][c:10]([F:23])[c:11]([O:13][c:14]3[n:15][cH:16][c:17]([N+:20]([O-:21])=[O:22])[cH:18][cH:19]3)[cH:12]2)[cH:25][cH:26][cH:27][c:28]1[C:29]1([C:32]#[N:33])[CH2:30][CH2:31]1.[Fe:48].[Na+:38].[OH-:37]>>[Cl:1][c:2]1[c:3]([C:4](=[O:5])[NH:6][c:7]2[c:8]([F:24])[cH:9][c:10]([F:23])[c:11]([O:13][c:14]3[n:15][cH:16][c:17]([NH2:20])[cH:18][cH:19]3)[cH:12]2)[cH:25][cH:26][cH:27][c:28]1[C:29]1([C:32]#[N:33])[CH2:30][CH2:31]1. Starting materials: C1(=CC=CC=C1)COC=1C=C(C=CC1)N1CCN(CC1)C(=O)OC(C)(C)C (1,1-dimethylethyl 4-[3-(phenylmethoxy)phenyl]-1-piperazinecarboxylate). The reagents and catalysts are [OH-].[OH-].[Pd+2] (palladium hydroxide on carbon). Solvent: CO (methanol), C(C)(=O)OCC.CO (ethyl acetate methanol). Run at time 48 hour. The product is OC=1C=C(C=CC1)N1CCN(CC1)C(=O)OC(C)(C)C (1,1-Dimethylethyl 4-(3-Hydroxyphenyl)-1-piperazinecarboxylate). The yield is 93.1%. RXN SMILES: C1(C[O:8][C:9]2[CH:10]=[C:11]([N:15]3[CH2:20][CH2:19][N:18]([C:21]([O:23][C:24]([CH3:27])([CH3:26])[CH3:25])=[O:22])[CH2:17][CH2:16]3)[CH:12]=[CH:13][CH:14]=2)C=CC=CC=1>CO.C(OCC)(=O)C.CO.[OH-].[OH-].[Pd+2]>[OH:8][C:9]1[CH:10]=[C:11]([N:15]2[CH2:20][CH2:19][N:18]([C:21]([O:23][C:24]([CH3:27])([CH3:26])[CH3:25])=[O:22])[CH2:17][CH2:16]2)[CH:12]=[CH:13][CH:14]=1 |f:2.3,4.5.6|. Procedure details: A slurry of palladium hydroxide on carbon (330 mg) in methanol (10 mL) was added to a solution of 1,1-dimethylethyl 4-[3-(phenylmethoxy)phenyl]-1-piperazinecarboxylate (Description 20, 3.25 g, 8.8 mmol) in ethyl acetate/methanol (1:9) and the mixture was shaken under an atmosphere of hydrogen (40 psi) for 48 h. The mixture was filtered through celite and the solvent was evaporated under reduced pressure to give the title compound (2.28 g, 93%). 1H NMR (360 MHz, CDCl3) δ1.48 (9H, s), 3.10-3.13 (4...